From a dataset of the Open Reaction Database (ORD), a public repository of structured organic reaction records. describe an organic reaction: reactants, conditions, products, and yield Reactants: CC(C)(C)OC(=O)N1CC(CC1)C(=O)O (1-{[(1,1-dimethylethyl)oxy]carbonyl}-3-pyrrolidinecarboxylic acid), C1=CN(C=N1)C(=O)N2C=CN=C2 (CDI), C=1C=CC2=C(C1)N=NN2O (HOBT), NC1=CC=CC=C1 (aniline). Run in C(Cl)Cl (CH2Cl2), CCN(C(C)C)C(C)C (Hunig's base). Reaction conditions: temperature 0 celsius, time 15 minute. Product: C1(=CC=CC=C1)NC(=O)C1CN(CC1)C(=O)OC(C)(C)C (1,1-Dimethylethyl 3-[(phenylamino)carbonyl]-1-pyrrolidinecarboxylate). The yield is 121.0%. Reaction SMILES: [CH3:1][C:2]([O:5][C:6]([N:8]1[CH2:12][CH2:11][CH:10]([C:13]([OH:15])=O)[CH2:9]1)=[O:7])([CH3:4])[CH3:3].C1N=CN(C(N2C=NC=C2)=O)C=1.[CH:28]1[CH:29]=[CH:30][C:31]2N(O)N=[N:34][C:32]=2[CH:33]=1.NC1C=CC=CC=1>C(Cl)Cl.CCN(C(C)C)C(C)C>[C:32]1([NH:34][C:13]([CH:10]2[CH2:11][CH2:12][N:8]([C:6]([O:5][C:2]([CH3:1])([CH3:3])[CH3:4])=[O:7])[CH2:9]2)=[O:15])[CH:33]=[CH:28][CH:29]=[CH:30][CH:31]=1. Procedure: A mixture of 1-{[(1,1-dimethylethyl)oxy]carbonyl}-3-pyrrolidinecarboxylic acid (1.0 g, 4.7 mmol), CDI (1.3 g, 7.0 mmol) and HOBT (0.5 g) in CH2Cl2 (20 mL) and Hunig's base (2.0 mL) was cooled to 0° C. and stirred for 15 minutes. Then aniline (520 mg, 5.6 mmol) was added and the reaction mixture was stirred at room temperature for 6 hours. The mixture was concentrated and purified by SiO2 chromatography (eluent: 1:1 EtOAc:petroleum ether) to afford the title compound (1.3 g) as an oil. 1H NMR (40... Reactants: C=CCN(CCc1ccc(Cl)cc1I)C(=O)C(F)(F)F, CN(C)C=O, [K+], CC(=O)[O-], CC(=O)[O-], CC(=O)[O-], [Pd+2], c1ccc(P(c2ccccc2)c2ccccc2)cc1. Yields the product C=C1CN(C(=O)C(F)(F)F)CCc2ccc(Cl)cc21. As a reaction SMILES: [CH2:1]([CH:2]=[CH2:3])[N:4]([C:5]([C:6]([F:7])([F:8])[F:9])=[O:10])[CH2:11][CH2:12][c:13]1[c:14]([I:20])[cH:15][c:16]([Cl:19])[cH:17][cH:18]1.[CH3:45][N:46]([CH3:47])[CH:48]=[O:49].[K+:25].[O-:21][C:22]([CH3:23])=[O:24].[O-:51][C:52]([CH3:53])=[O:54].[O-:55][C:56]([CH3:57])=[O:58].[Pd+2:50].[c:26]1([P:27]([c:28]2[cH:29][cH:30][cH:31][cH:32][cH:33]2)[c:34]2[cH:35][cH:36][cH:37][cH:38][cH:39]2)[cH:40][cH:41][cH:42][cH:43][cH:44]1>>[CH2:1]1[C:2](=[CH2:3])[c:14]2[c:13]([cH:18][cH:17][c:16]([Cl:19])[cH:15]2)[CH2:12][CH2:11][N:4]1[C:5]([C:6]([F:7])([F:8])[F:9])=[O:10]. Reactants: COC1=CC(=C(C=C1)NC(OC1=CC=CC=C1)=O)[N+](=O)[O-] (Phenyl 4-methoxy-2-nitrophenylcarbamate), C1(CCCC1)N (cyclopentylamine). The solvent is C=1(C(=CC=CC1)C)C (xylene). Product: COC1=CC(=C(C=C1)NC(=O)NC1CCCC1)[N+](=O)[O-] (1-(4-methoxy-2-nitrophenyl)-3-cyclopentylurea). The yield is 91.0%. As a reaction SMILES: [CH3:1][O:2][C:3]1[CH:8]=[CH:7][C:6]([NH:9][C:10](=[O:18])OC2C=CC=CC=2)=[C:5]([N+:19]([O-:21])=[O:20])[CH:4]=1.[CH:22]1([NH2:27])[CH2:26][CH2:25][CH2:24][CH2:23]1>C1(C)C(C)=CC=CC=1>[CH3:1][O:2][C:3]1[CH:8]=[CH:7][C:6]([NH:9][C:10]([NH:27][CH:22]2[CH2:26][CH2:25][CH2:24][CH2:23]2)=[O:18])=[C:5]([N+:19]([O-:21])=[O:20])[CH:4]=1. Procedure details: Phenyl 4-methoxy-2-nitrophenylcarbamate (1.1 g) and cyclopentylamine (0.37 g) were dissolved in xylene (10 ml) and the solution was heated under reflux for 2 hrs. After allowing the reaction solution to cool, the crystals formed was filtered, washed with xylene, and dried to give 1-(4-methoxy-2-nitrophenyl)-3-cyclopentylurea (0.97 g, 87%) as crystals.